This data is from the Open Reaction Database (ORD), a public repository of structured organic reaction records. The task is: describe an organic reaction: reactants, conditions, products, and yield Starting materials: Nc1nc(Cl)cc(Cl)n1, Cl, N#Cc1c[nH]c2nccc(Oc3ccc(N)cc3F)c12, [Na+], [OH-], O. Yields the product N#Cc1c[nH]c2nccc(Oc3ccc(Nc4cc(Cl)nc(N)n4)cc3F)c12. Reaction SMILES: [Cl:21][c:22]1[n:23][c:24]([NH2:29])[n:25][c:26]([Cl:28])[cH:27]1.[ClH:30].[NH2:1][c:2]1[cH:3][c:4]([F:20])[c:5]([O:6][c:7]2[c:8]3[c:9]([n:10][cH:11][cH:12]2)[nH:13][cH:14][c:15]3[C:16]#[N:17])[cH:18][cH:19]1.[Na+:32].[OH-:31].[OH2:33]>>[NH:1]([c:2]1[cH:3][c:4]([F:20])[c:5]([O:6][c:7]2[c:8]3[c:9]([n:10][cH:11][cH:12]2)[nH:13][cH:14][c:15]3[C:16]#[N:17])[cH:18][cH:19]1)[c:26]1[n:25][c:24]([NH2:29])[n:23][c:22]([Cl:21])[cH:27]1. The reactants are C12CN(CC(CC1)O2)C2=NC(=NC(=N2)Cl)N2CCN(CC2)C(=O)OC(C)(C)C (tert-butyl 4-(4-(8-oxa-3-azabicyclo[3.2.1]octan-3-yl)-6-chloro-1,3,5-triazin-2-yl)piperazine-1-carboxylate), NC1=CC=C(C=C1)B(O)O (4-aminophenylboronic acid), pinacol ester, C(C)O.C1(=CC=CC=C1)C (ethanol toluene). The reagents and catalysts are [Pd].C1(=CC=CC=C1)P(C1=CC=CC=C1)C1=CC=CC=C1.C1(=CC=CC=C1)P(C1=CC=CC=C1)C1=CC=CC=C1.C1(=CC=CC=C1)P(C1=CC=CC=C1)C1=CC=CC=C1.C1(=CC=CC=C1)P(C1=CC=CC=C1)C1=CC=CC=C1 (tetrakis(triphenylphosphine) palladium). The solvent is C([O-])([O-])=O.[Na+].[Na+] (sodium carbonate). Product: NC1=CC=C(C=C1)C1=NC(=NC(=N1)N1CC2CCC(C1)O2)N2CCN(CC2)C(=O)OC(C)(C)C (tert-butyl 4-(4-(4-aminophenyl)-6-(8-oxa-3-azabicyclo[3.2.1]octan-3-yl)-1,3,5-triazin-2-yl)piperazine-1-carboxylate). Reaction SMILES: [CH:1]12[O:8][CH:5]([CH2:6][CH2:7]1)[CH2:4][N:3]([C:9]1[N:14]=[C:13](Cl)[N:12]=[C:11]([N:16]3[CH2:21][CH2:20][N:19]([C:22]([O:24][C:25]([CH3:28])([CH3:27])[CH3:26])=[O:23])[CH2:18][CH2:17]3)[N:10]=1)[CH2:2]2.[NH2:29][C:30]1[CH:35]=[CH:34][C:33](B(O)O)=[CH:32][CH:31]=1.C(O)C.C1(C)C=CC=CC=1>C(=O)([O-])[O-].[Na+].[Na+].[Pd].C1(P(C2C=CC=CC=2)C2C=CC=CC=2)C=CC=CC=1.C1(P(C2C=CC=CC=2)C2C=CC=CC=2)C=CC=CC=1.C1(P(C2C=CC=CC=2)C2C=CC=CC=2)C=CC=CC=1.C1(P(C2C=CC=CC=2)C2C=CC=CC=2)C=CC=CC=1>[NH2:29][C:30]1[CH:35]=[CH:34][C:33]([C:13]2[N:14]=[C:9]([N:3]3[CH2:4][CH:5]4[O:8][CH:1]([CH2:7][CH2:6]4)[CH2:2]3)[N:10]=[C:11]([N:16]3[CH2:21][CH2:20][N:19]([C:22]([O:24][C:25]([CH3:26])([CH3:27])[CH3:28])=[O:23])[CH2:18][CH2:17]3)[N:12]=2)=[CH:32][CH:31]=1 |f:2.3,4.5.6,7.8.9.10.11|. Procedure details: A suspension of tert-butyl 4-(4-(8-oxa-3-azabicyclo[3.2.1]octan-3-yl)-6-chloro-1,3,5-triazin-2-yl)piperazine-1-carboxylate (1.0 g, 2.4 mmol), 4-aminophenylboronic acid, pinacol ester (0.69 g, 3.2 mmol), and tetrakis(triphenylphosphine) palladium (0.28 g, 0.24 mmol) in aqueous 2 M sodium carbonate solution (3 mL) and 1:1 ethanol/toluene (12 mL) was irradiated in the microwave at 120° C. for 1 hour. After cooling, the biphasic mixture was extracted thrice with ethyl acetate. The extracts were wash... Reactants: O=C1CCC(=O)N1Br, O=C(OOC(=O)c1ccccc1)c1ccccc1, ClC(Cl)(Cl)Cl, Cc1ccc(-n2sccc2=O)cc1. The product is O=c1ccsn1-c1ccc(CBr)cc1. As a reaction SMILES: [Br:32][N:33]1[C:34](=[O:35])[CH2:36][CH2:37][C:38]1=[O:39].[C:1]([O:2][O:3][C:4](=[O:5])[c:6]1[cH:7][cH:8][cH:9][cH:10][cH:11]1)(=[O:12])[c:13]1[cH:14][cH:15][cH:16][cH:17][cH:18]1.[C:40]([Cl:41])([Cl:42])([Cl:43])[Cl:44].[c:19]1([CH3:31])[cH:20][cH:21][c:22](-[n:25]2[s:26][cH:27][cH:28][c:29]2=[O:30])[cH:23][cH:24]1>>[c:19]1([CH2:31][Br:32])[cH:20][cH:21][c:22](-[n:25]2[s:26][cH:27][cH:28][c:29]2=[O:30])[cH:23][cH:24]1. Starting materials: S(C)(=O)(=O)[O-].S1N=C(C2=C1C=CC=C2)N2CC[N+]1(CC2)C[C@@H]2CCCC[C@H]2C1 ((3aR,7aR)-4′-(benzo[d]isothiazol-3-yl)octahydrospiro[isoindole-2,1′-piperazin]-1′-ium mesylate), ( G ), C1(NC([C@H]2[C@@H]3CC[C@H]([C@@H]12)C3)=O)=O ((3aS,4R,7S,7aR)-hexahydro-4,7-methano-1H-isoindole-1,3-(2H)-dione), C1(NC([C@H]2[C@@H]3CC[C@H]([C@@H]12)C3)=O)=O ((3aS,4R,7S,7aR)-hexahydro-4,7-methano-1H-isoindole-1,3-(2H)-dione), C([O-])([O-])=O.[K+].[K+] (potassium carbonate), dibenzo-18-crown-ether, C=1(C(=CC=CC1)C)C (xylene). The solvent is C(C)(C)O (isopropanol). Conditions: temperature 65 celsius, time 3 hour. The product is C=1C=CC2=C(C1)C(=NS2)N3CCN(CC3)C[C@@H]4CCCC[C@H]4CN5C(=O)[C@H]6[C@@H]7CC[C@@H](C7)[C@H]6C5=O (Lurasidone). RXN SMILES: S([O-])(=O)(=O)C.[S:6]1[C:10]2[CH:11]=[CH:12][CH:13]=[CH:14][C:9]=2[C:8]([N:15]2[CH2:20][CH2:19][N+:18]3([CH2:28][C@H:27]4[C@@H:22]([CH2:23][CH2:24][CH2:25][CH2:26]4)[CH2:21]3)[CH2:17][CH2:16]2)=[N:7]1.[C:29]1(=[O:40])[C@H:37]2[C@H:32]([C@H:33]3[CH2:38][C@@H:36]2[CH2:35][CH2:34]3)[C:31](=[O:39])[NH:30]1.C(=O)([O-])[O-].[K+].[K+].C1(C)C(C)=CC=CC=1>C(O)(C)C>[CH:13]1[CH:12]=[CH:11][C:10]2[S:6][N:7]=[C:8]([N:15]3[CH2:16][CH2:17][N:18]([CH2:21][C@H:22]4[C@H:27]([CH2:28][N:30]5[C:31](=[O:39])[C@H:32]6[C@H:37]([C@H:36]7[CH2:38][C@@H:33]6[CH2:34][CH2:35]7)[C:29]5=[O:40])[CH2:26][CH2:25][CH2:24][CH2:23]4)[CH2:19][CH2:20]3)[C:9]=2[CH:14]=1 |f:0.1,3.4.5|. Reported procedure: 100 g (3aR,7aR)-4′-(benzo[d]isothiazol-3-yl)octahydrospiro[isoindole-2,1′-piperazin]-1′-ium mesylate of Formula (G) and 55 g (3aS,4R,7S,7aR)-hexahydro-4,7-methano-1H-isoindole-1,3-(2H)-dione of Formula (E), 55 g potassium carbonate, 400 mg dibenzo-18-crown-ether and 1000 mL xylene were added to round bottom flask at 25 to 35° C. The reaction mass was heated to 130° C. to 140° C. and stirred for 3 hours and cooled to 65° C. The reaction mixture was filtered and washed with 50 mL of xylene. The we... Reactants: C(C1=CC=CC=C1)N1CCCC2=CC(=CC=C12)OC(NC1=CC=C(C=C1)Br)=O (4-bromo-phenyl-carbamic acid 1-benzyl-1,2,3,4-tetrahydro-quinolin-6-yl ester), [H][H] (hydrogen). Reagents/catalysts: [Pd] (Pd—C). Run in C(C)O (ethanol). Yields the product N1CCCC2=CC(=CC=C12)OC(NC1=CC=C(C=C1)Br)=O ((4bromo-phenyl)-carbamic acid 1,2,3,4-tetrahydro-quinolin-6-yl ester). Reaction SMILES: C([N:8]1[C:17]2[C:12](=[CH:13][C:14]([O:18][C:19](=[O:28])[NH:20][C:21]3[CH:26]=[CH:25][C:24]([Br:27])=[CH:23][CH:22]=3)=[CH:15][CH:16]=2)[CH2:11][CH2:10][CH2:9]1)C1C=CC=CC=1.[H][H]>C(O)C.[Pd]>[NH:8]1[C:17]2[C:12](=[CH:13][C:14]([O:18][C:19](=[O:28])[NH:20][C:21]3[CH:26]=[CH:25][C:24]([Br:27])=[CH:23][CH:22]=3)=[CH:15][CH:16]=2)[CH2:11][CH2:10][CH2:9]1. Procedure details: Nitrogen flushed mixture of 4-bromo-phenyl-carbamic acid 1-benzyl-1,2,3,4-tetrahydro-quinolin-6-yl ester (0.655 g., 1.5 mmol) and 5% Pd—C (0.06 g.) in absolute ethanol (20 ml) was shaken in a par apparatus at room temperature (40° C.) under 50 psi pressure of hydrogen for 5 hours. Then Pd—C was discarded through filtration. The reaction mixture was concentrated under reduced pressure and the residue was washed with dichloromethane (2×3ml) to give 2f; yield: 0.48 g. (92.3%), m.p: 198° C., C16H15B... Reactants: CN1C(CC[C@@]2(C3=C(CC[C@@H]12)C=C(C=C3)S)C)=O ((+)-(4aR)-(10bR)-4-methyl-8-mercapto-10b-methyl-1,2,3,4,4a,-5,6,10b-octahydrobenzo[f]quinolin-3-one), C([O-])([O-])=O.[K+].[K+] (potassium carbonate), ClC=1N=NC(=CC1)C1=CC=CC=C1 (3-chloro-6-phenyl-pyridazine), CN(C=O)C (dimethylformamide). Procedure: A 15 mL round bottom flask was charged with (+)-(4aR)-(10bR)-4-methyl-8-mercapto-10b-methyl-1,2,3,4,4a,-5,6,10b-octahydrobenzo[f]quinolin-3-one (100 mg, 0.38 mmol), potassium carbonate (158 mg, 1.14 mmol), 3-chloro-6-phenyl-pyridazine (88 mg, 0.46 mmol) and 1.5 mL of anhydrous dimethylformamide, fitted with a reflux condenser, and the stirred mixture was heated at 60°, under nitrogen, for 48 h. The mixture was cooled, diluted with ethyl acetate (75 mL) and washed with brine (2×25 mL). The combin... Yields the product CN1C(CC[C@@]2(C3=C(CC[C@@H]12)C=C(C=C3)SC=3N=NC(=CC3)C3=CC=CC=C3)C)=O ((+)-(4aR)-(10bR)-4-methyl-8-(6-phenyl-3-pyridazinylthio) -10b-methyl-1,2,3,4,4a, 5,6,10b-octahydrobenzo[f]quinolin-3-one). Isolated yield 48.8%. RXN SMILES: [CH3:1][N:2]1[C@H:11]2[C@@:6]([CH3:17])([C:7]3[CH:15]=[CH:14][C:13]([SH:16])=[CH:12][C:8]=3[CH2:9][CH2:10]2)[CH2:5][CH2:4][C:3]1=[O:18].C(=O)([O-])[O-].[K+].[K+].Cl[C:26]1[N:27]=[N:28][C:29]([C:32]2[CH:37]=[CH:36][CH:35]=[CH:34][CH:33]=2)=[CH:30][CH:31]=1.CN(C)C=O>C(OCC)(=O)C>[CH3:1][N:2]1[C@H:11]2[C@@:6]([CH3:17])([C:7]3[CH:15]=[CH:14][C:13]([S:16][C:26]4[N:27]=[N:28][C:29]([C:32]5[CH:33]=[CH:34][CH:35]=[CH:36][CH:37]=5)=[CH:30][CH:31]=4)=[CH:12][C:8]=3[CH2:9][CH2:10]2)[CH2:5][CH2:4][C:3]1=[O:18] |f:1.2.3|. Run in C(C)(=O)OCC (ethyl acetate). Reactants: Cl (hydrochloric acid), BrC=1C=C(C=2C=NNC2C1)C(=O)O (6-bromo-1H-indazole-4-carboxylic acid), CO (methanol). Run at temperature 70 celsius. The product is BrC=1C=C(C=2C=NNC2C1)C(=O)OC (Methyl 6-bromo-1H-indazole-4-carboxylate). As a reaction SMILES: Cl.[Br:2][C:3]1[CH:4]=[C:5]([C:12]([OH:14])=[O:13])[C:6]2[CH:7]=[N:8][NH:9][C:10]=2[CH:11]=1.[CH3:15]O>>[Br:2][C:3]1[CH:4]=[C:5]([C:12]([O:14][CH3:15])=[O:13])[C:6]2[CH:7]=[N:8][NH:9][C:10]=2[CH:11]=1. Procedure: Concentrated hydrochloric acid (46.9 ml, 1543 mmol) was added to a stirred suspension of 6-bromo-1H-indazole-4-carboxylic acid (4.65 g, 19.29 mmol, available from Sinova) in methanol (100 ml) and the reaction mixture was heated to 70° C. for 18 h. The reaction mixture was allowed to cool to RT resulting in the precipitation of a solid. The mixture was cooled in ice and the yellow precipitate filtered off and washed with methanol to give the title compound as a yellow solid (2.54 g). Reactants: FC=1C=C(C(=O)O)C=CC1OC1=CC=CC=C1 (3-fluoro-4-phenoxybenzoic acid), Example 11 ( 11d ), O1CCCC1 (tetrahydrofuran), solution, [F-].C(CCC)[N+](CCCC)(CCCC)CCCC (tetrabutylammonium fluoride), C1(CCCCC1)N=C=NC1CCCCC1 (N,N′-dicyclohexylcarbodiimide), Example 10 ( 10f ), [Si](C)(C)(C(C)(C)C)OCC1=CC(=C(S1)C(N)=NO)C (5-({[t-butyl(dimethyl)silyl]oxy}methyl)-N′-hydroxy-3-methylthiophene-2-carboximidamide), Example 11 ( 11e ). Yields the product crude product, FC=1C=C(C=CC1OC1=CC=CC=C1)C1=NC(=NO1)C1=C(C=C(S1)CO)C ({5-[5-(3-Fluoro-4-phenoxyphenyl]-1,2,4-oxadiazol-3-yl)-4-methyl-2-thienyl}methanol). As a reaction SMILES: [Si]([O:8][CH2:9][C:10]1[S:14][C:13]([C:15](=[N:17][OH:18])[NH2:16])=[C:12]([CH3:19])[CH:11]=1)(C(C)(C)C)(C)C.[F:20][C:21]1[CH:22]=[C:23]([CH:27]=[CH:28][C:29]=1[O:30][C:31]1[CH:36]=[CH:35][CH:34]=[CH:33][CH:32]=1)[C:24](O)=O.C1(N=C=NC2CCCCC2)CCCCC1.[F-].C([N+](CCCC)(CCCC)CCCC)CCC.O1CCCC1>>[F:20][C:21]1[CH:22]=[C:23]([C:24]2[O:18][N:17]=[C:15]([C:13]3[S:14][C:10]([CH2:9][OH:8])=[CH:11][C:12]=3[CH3:19])[N:16]=2)[CH:27]=[CH:28][C:29]=1[O:30][C:31]1[CH:36]=[CH:35][CH:34]=[CH:33][CH:32]=1 |f:3.4|. Reported procedure: The crude product of the title compound was synthesized by conducting the reaction similar to that mentioned in Example 10 (10f) using 5-({[t-butyl(dimethyl)silyl]oxy}methyl)-N′-hydroxy-3-methylthiophene-2-carboximidamide (0.18 g, 0.60 mmol) that was obtained in Example 11 (11d), 3-fluoro-4-phenoxybenzoic acid (0.15 g, 0.66 mmol) that was obtained in Example 11 (11e), N,N′-dicyclohexylcarbodiimide (0.14 g, 0.66 mmol), and 1.0 M solution of tetrabutylammonium fluoride in tetrahydrofuran (0.90 mL,...